Task: describe an organic reaction: reactants, conditions, products, and yield. Dataset: the Open Reaction Database (ORD), a public repository of structured organic reaction records Reactants: C(C)(=O)OCC (Ethyl acetate), C1(=CC=CC=C1)N1N=NN(C1=S)CCl (1-phenyl-4-chloromethyltetrazoline-5-thione), C1(C=2C(C(N1)=O)=CC=CC2)=O.[K] (potassium phthalimide), O (water). The solvent is CN(C=O)C (dimethylformamide). Yields the product C1(=CC=CC=C1)N1N=NN(C1=S)CN1C(C=2C(C1=O)=CC=CC2)=O (1-Phenyl-4-(phthalimidomethyl)-2-tetrazoline-5-thione). Reaction SMILES: [C:1]1([N:7]2[C:11](=[S:12])[N:10]([CH2:13]Cl)[N:9]=[N:8]2)[CH:6]=[CH:5][CH:4]=[CH:3][CH:2]=1.[C:15]1(=[O:25])[NH:19][C:18](=[O:20])[C:17]2=[CH:21][CH:22]=[CH:23][CH:24]=[C:16]12.[K].O.C(OCC)(=O)C>CN(C)C=O>[C:1]1([N:7]2[C:11](=[S:12])[N:10]([CH2:13][N:19]3[C:18](=[O:20])[C:17]4=[CH:21][CH:22]=[CH:23][CH:24]=[C:16]4[C:15]3=[O:25])[N:9]=[N:8]2)[CH:6]=[CH:5][CH:4]=[CH:3][CH:2]=1 |f:1.2,^1:25|. Reported procedure: A solution of 1-phenyl-4-chloromethyltetrazoline-5-thione (4.53 g) and potassium phthalimide (4.00 g) in 50 ml dimethylformamide was heated at 55° C. for 2 hours. The solution was poured into water. Ethyl acetate extractive workup gave a colorless solid. Recrystallization from ethanol afforded a colorless solid, m.p. 130°-134° C. (2.75 g). Reactants: ClC1=CC=C(C=C1)C1(CN(CC1)C(=O)OC(C)(C)C)C(=O)N1CCN(CC1)C=1C2=C(N=CN1)CC[C@H]2C (tert-butyl 3-(4-chlorophenyl)-3-(1-((R)-5-methyl-6,7-dihydro-5H-cyclopenta[d]pyrimidin-4-yl)piperazine-4-carbonyl)pyrrolidine-1-carboxylate), Cl (HCl). Run in C(Cl)Cl (DCM), O1CCOCC1 (dioxane). Run at time 8 hour. Product: Cl.Cl.ClC1=CC=C(C=C1)C1(CNCC1)C(=O)N1CCN(CC1)C=1C2=C(N=CN1)CC[C@H]2C ((3-(4-chlorophenyl)pyrrolidin-3-yl)(4-((R)-5-methyl-6,7-dihydro-5H-cyclopenta[d]pyrimidin-4-yl)piperazin-1-yl)methanone dihydrochloride). Isolated yield 100.0%. RXN SMILES: [Cl:1][C:2]1[CH:7]=[CH:6][C:5]([C:8]2([C:20]([N:22]3[CH2:27][CH2:26][N:25]([C:28]4[C:29]5[C@H:36]([CH3:37])[CH2:35][CH2:34][C:30]=5[N:31]=[CH:32][N:33]=4)[CH2:24][CH2:23]3)=[O:21])[CH2:12][CH2:11][N:10](C(OC(C)(C)C)=O)[CH2:9]2)=[CH:4][CH:3]=1.[ClH:38]>C(Cl)Cl.O1CCOCC1>[ClH:1].[ClH:38].[Cl:1][C:2]1[CH:7]=[CH:6][C:5]([C:8]2([C:20]([N:22]3[CH2:23][CH2:24][N:25]([C:28]4[C:29]5[C@H:36]([CH3:37])[CH2:35][CH2:34][C:30]=5[N:31]=[CH:32][N:33]=4)[CH2:26][CH2:27]3)=[O:21])[CH2:12][CH2:11][NH:10][CH2:9]2)=[CH:4][CH:3]=1 |f:4.5.6|. Procedure details: A solution of tert-butyl 3-(4-chlorophenyl)-3-(1-((R)-5-methyl-6,7-dihydro-5H-cyclopenta[d]pyrimidin-4-yl)piperazine-4-carbonyl)pyrrolidine-1-carboxylate (25 mg, 0.048 mmol) in DCM (2.5 mL) was added to a 4.0M HCl solution in dioxane (0.8 mL). The mixture was stirred at room temperature overnight. The solvents were removed in vacuo to give (3-(4-chlorophenyl)pyrrolidin-3-yl)(4-((R)-5-methyl-6,7-dihydro-5H-cyclopenta[d]pyrimidin-4-yl)piperazin-1-yl)methanone dihydrochloride (24 mg, 100%). LCMS (A... Procedure details: 0.63 g (15 mmol) of lithium hydroxide monohydrate is added at a temperature in the region of 20° C. to 1.21 g (4.54 mmol) of 3-methoxycarbonyl-4-methyl-1-(quinol-4-yl)-1H-pyrrole dissolved in 50 mL of tetrahydrofuran and 50 mL of water. After stirring at reflux for 22 hours, the reaction mixture is concentrated to dryness under reduced pressure (2.7 kPa) to give a residue which is taken up in 20 mL of water and then triturated with 15 mL of 1N hydrochloric acid. After filtering off and drying th... Yields the product C(=O)(O)C1=CN(C=C1C)C1=CC=NC2=CC=CC=C12 (3-Carboxy-4-methyl-1-(quinol-4-yl)-1H-pyrrole). Solvent: O (water), O (water), O1CCCC1 (tetrahydrofuran). Starting materials: O.[OH-].[Li+] (lithium hydroxide monohydrate), COC(=O)C1=CN(C=C1C)C1=CC=NC2=CC=CC=C12 (3-methoxycarbonyl-4-methyl-1-(quinol-4-yl)-1H-pyrrole). Reaction SMILES: O.[OH-].[Li+].C[O:5][C:6]([C:8]1[C:12]([CH3:13])=[CH:11][N:10]([C:14]2[C:23]3[C:18](=[CH:19][CH:20]=[CH:21][CH:22]=3)[N:17]=[CH:16][CH:15]=2)[CH:9]=1)=[O:7]>O1CCCC1.O>[C:6]([C:8]1[C:12]([CH3:13])=[CH:11][N:10]([C:14]2[C:23]3[C:18](=[CH:19][CH:20]=[CH:21][CH:22]=3)[N:17]=[CH:16][CH:15]=2)[CH:9]=1)([OH:7])=[O:5] |f:0.1.2|. Starting materials: CON=C1C(=NOCCO)Oc2ccccc21, CC(=O)O, [K+], [OH-], O. Yields the product CON=C(C1=NOCCO1)c1ccccc1O. Reaction SMILES: [CH3:1][O:2][N:3]=[C:4]1[C:5](=[N:13][O:14][CH2:15][CH2:16][OH:17])[O:6][c:7]2[c:8]1[cH:9][cH:10][cH:11][cH:12]2.[CH3:20][C:21](=[O:22])[OH:23].[K+:19].[OH-:18].[OH2:24]>>[CH3:1][O:2][N:3]=[C:4]([C:5]1=[N:13][O:14][CH2:15][CH2:16][O:17]1)[c:8]1[c:7]([OH:6])[cH:12][cH:11][cH:10][cH:9]1. Starting materials: BrC1=CC=C2C=CC=C3C4=CC=CC5=CC=CC(C1=C23)=C45 (bromoperylene), C(#C)C=1C=C(C=O)C=C(C1)C#C (3,5-diethynylbenzaldehyde), porphyrins. Product: C1(=CC=C2C=CC=C3C4=CC=CC5=CC=CC(C1=C23)=C45)C=O (perylene-aldehyde). Isolated yield 8.9%. Reaction SMILES: Br[C:2]1[C:19]2=[C:20]3[C:9]([C:10]4[C:21]5[C:14](=[CH:15][CH:16]=[CH:17][C:18]2=5)[CH:13]=[CH:12][CH:11]=4)=[CH:8][CH:7]=[CH:6][C:5]3=[CH:4][CH:3]=1.C(C1C=C(C=C(C#C)C=1)[CH:27]=[O:28])#C>>[C:2]1([CH:27]=[O:28])[C:19]2=[C:20]3[C:9]([C:10]4[C:21]5[C:14](=[CH:15][CH:16]=[CH:17][C:18]2=5)[CH:13]=[CH:12][CH:11]=4)=[CH:8][CH:7]=[CH:6][C:5]3=[CH:4][CH:3]=1. Reported procedure: The first route employs bromoperylene PMI-12 and 3,5-diethynylbenzaldehyde (16) as the starting materials. The reaction under copper-free conditions, similar to those employed for the Sonogashira coupling of two porphyrins (Wagner, R. W. et al., Chem. Mater. 1999, 11, 2974-2983) afforded only a small amount (8.9%) of perylene-aldehyde 18 (entry 1, Table 1). The same reaction in the presence of CuI failed to produce perylene-aldehyde 18 (entry 2). We next examined the reaction with the reverse et... Starting materials: CC#N, CCN(C(C)C)C(C)C, Cl, O=C(Cl)c1cccc(F)c1, Cc1nc2cccc(CN)c2c(=O)n1C1CCC(=O)NC1=O. Yields the product Cc1nc2cccc(CNC(=O)c3cccc(F)c3)c2c(=O)n1C1CCC(=O)NC1=O. Reaction SMILES: [CH3:43][C:44]#[N:45].[CH:34]([N:35]([CH2:36][CH3:37])[CH:38]([CH3:39])[CH3:40])([CH3:41])[CH3:42].[ClH:1].[F:24][c:25]1[cH:26][c:27]([C:28](=[O:29])[Cl:30])[cH:31][cH:32][cH:33]1.[NH2:2][CH2:3][c:4]1[c:5]2[c:6](=[O:23])[n:7]([CH:15]3[C:16](=[O:22])[NH:17][C:18](=[O:21])[CH2:19][CH2:20]3)[c:8]([CH3:14])[n:9][c:10]2[cH:11][cH:12][cH:13]1>>[NH:2]([CH2:3][c:4]1[c:5]2[c:6](=[O:23])[n:7]([CH:15]3[C:16](=[O:22])[NH:17][C:18](=[O:21])[CH2:19][CH2:20]3)[c:8]([CH3:14])[n:9][c:10]2[cH:11][cH:12][cH:13]1)[C:28]([c:27]1[cH:26][c:25]([F:24])[cH:33][cH:32][cH:31]1)=[O:29].